This data is from the Open Reaction Database (ORD), a public repository of structured organic reaction records. The task is: describe an organic reaction: reactants, conditions, products, and yield The reactants are CCCCO, Cc1ccc(-c2nnc[nH]2)cc1N, CCN(C(C)C)C(C)C, CN(CC(C)(C)C)c1ncnc(Cl)c1[N+](=O)[O-]. Product: Cc1ccc(-c2nnc[nH]2)cc1Nc1ncnc(N(C)CC(C)(C)C)c1[N+](=O)[O-]. RXN SMILES: [CH2:40]([OH:41])[CH2:42][CH2:43][CH3:44].[CH3:27][c:28]1[c:29]([NH2:39])[cH:30][c:31](-[c:34]2[n:35][n:36][cH:37][nH:38]2)[cH:32][cH:33]1.[CH:18]([N:19]([CH:20]([CH3:21])[CH3:22])[CH2:23][CH3:24])([CH3:25])[CH3:26].[Cl:1][c:2]1[c:3]([N+:15](=[O:16])[O-:17])[c:4]([N:8]([CH3:9])[CH2:10][C:11]([CH3:12])([CH3:13])[CH3:14])[n:5][cH:6][n:7]1>>[c:2]1([NH:39][c:29]2[c:28]([CH3:27])[cH:33][cH:32][c:31](-[c:34]3[n:35][n:36][cH:37][nH:38]3)[cH:30]2)[c:3]([N+:15](=[O:16])[O-:17])[c:4]([N:8]([CH3:9])[CH2:10][C:11]([CH3:12])([CH3:13])[CH3:14])[n:5][cH:6][n:7]1.